This data is from the Open Reaction Database (ORD), a public repository of structured organic reaction records. The task is: describe an organic reaction: reactants, conditions, products, and yield Reactants: BrC(Br)(Br)Br, OCCCCCOCc1ccccc1, COC(C)(C)C, CCCCCC, c1ccc(P(c2ccccc2)c2ccccc2)cc1. The product is BrCCCCCOCc1ccccc1. RXN SMILES: [C:40]([Br:41])([Br:42])([Br:43])[Br:44].[CH2:1]([c:2]1[cH:3][cH:4][cH:5][cH:6][cH:7]1)[O:8][CH2:9][CH2:10][CH2:11][CH2:12][CH2:13][OH:14].[CH3:34][O:35][C:36]([CH3:37])([CH3:38])[CH3:39].[CH3:45][CH2:46][CH2:47][CH2:48][CH2:49][CH3:50].[c:15]1([P:16]([c:17]2[cH:18][cH:19][cH:20][cH:21][cH:22]2)[c:23]2[cH:24][cH:25][cH:26][cH:27][cH:28]2)[cH:29][cH:30][cH:31][cH:32][cH:33]1>>[CH2:1]([c:2]1[cH:3][cH:4][cH:5][cH:6][cH:7]1)[O:8][CH2:9][CH2:10][CH2:11][CH2:12][CH2:13][Br:41].